This data is from the Open Reaction Database (ORD), a public repository of structured organic reaction records. The task is: describe an organic reaction: reactants, conditions, products, and yield The reactants are [OH-].[K+] (potassium hydroxide), OC1C2=CC=CC=C2SC=2C=CC=CC12 (9-hydroxythioxanthene), [N+](=O)([O-])CC(=O)OCC (ethyl nitroacetate), CCCCCC (hexane). Solvent: C(C)O (ethanol), O (water), CC(C)O (2-propanol), C(C)O (Ethanol). Conditions: temperature 100 celsius, time 8 hour. Product: [N+](=O)([O-])C(C(=O)OCC)C1C2=CC=CC=C2SC=2C=CC=CC12 (Ethyl α-nitro-9H-thioxanthene-9-acetate). As a reaction SMILES: O[CH:2]1[C:15]2[CH:14]=[CH:13][CH:12]=[CH:11][C:10]=2[S:9][C:8]2[C:3]1=[CH:4][CH:5]=[CH:6][CH:7]=2.[N+:16]([CH2:19][C:20]([O:22][CH2:23][CH3:24])=[O:21])([O-:18])=[O:17].CCCCCC.[OH-].[K+]>O.C(O)C.CC(O)C>[N+:16]([CH:19]([CH:2]1[C:15]2[CH:14]=[CH:13][CH:12]=[CH:11][C:10]=2[S:9][C:8]2[C:3]1=[CH:4][CH:5]=[CH:6][CH:7]=2)[C:20]([O:22][CH2:23][CH3:24])=[O:21])([O-:18])=[O:17] |f:3.4|. Procedure: Crude 9-hydroxythioxanthene (9.58 g, 45 mmol) is mixed with ethyl nitroacetate (5.5 mL, 49 mmol) and heated at 100° C. for 1 hour. TLC (SiO2, hexane:2-propanol/3:1) after 45 minutes shows no starting material. The cooled reaction mixture is treated with 100 mL of ethanol and 39 mL of 1.25 M ethanolic potassium hydroxide solution. Ethanol is stripped and the residue taken up in water and extracted with diethyl ether. The aqueous layer is acidified to pH 2 to 3 with 85% phosphoric acid solution an... The reactants are CCCCCCCCCCCCOC(C)CO, [Cl-], Cl, O, Cc1ccc(S(=O)(=O)O)cc1, c1ccncc1. Yields the product CCCCCCCCCCCCOC(C)COS(=O)(=O)c1ccc(C)cc1. Reaction SMILES: [CH2:1]([CH2:2][CH2:3][CH2:4][CH2:5][CH2:6][CH2:7][CH2:8][CH2:9][CH2:10][CH2:11][CH3:12])[O:13][CH:14]([CH2:15][OH:16])[CH3:17].[Cl-:24].[ClH:36].[OH2:37].[c:25]1([CH3:35])[cH:26][cH:27][c:28]([S:31](=[O:32])(=[O:33])[OH:34])[cH:29][cH:30]1.[cH:18]1[cH:19][cH:20][n:21][cH:22][cH:23]1>>[CH2:1]([CH2:2][CH2:3][CH2:4][CH2:5][CH2:6][CH2:7][CH2:8][CH2:9][CH2:10][CH2:11][CH3:12])[O:13][CH:14]([CH2:15][O:16][S:31]([c:28]1[cH:27][cH:26][c:25]([CH3:35])[cH:30][cH:29]1)(=[O:32])=[O:33])[CH3:17]. The reactants are CCO, O=C1NCCCc2ccc([N+](=O)[O-])cc21, NN, O. Product: Nc1ccc2c(c1)C(=O)NCCC2. RXN SMILES: [CH3:19][CH2:20][OH:21].[N+:4]([O-:5])(=[O:6])[c:7]1[cH:8][cH:9][c:10]2[c:11]([cH:18]1)[C:12](=[O:17])[NH:13][CH2:14][CH2:15][CH2:16]2.[NH2:2][NH2:3].[OH2:1]>>[NH2:4][c:7]1[cH:8][cH:9][c:10]2[c:11]([cH:18]1)[C:12](=[O:17])[NH:13][CH2:14][CH2:15][CH2:16]2. Starting materials: O=C(O)c1c(F)cc(F)c(F)c1F, NCc1ccccc1, C1COCCO1. Yields the product O=C(O)c1c(F)cc(F)c(F)c1NCc1ccccc1. As a reaction SMILES: [F:1][c:2]1[c:3]([C:4](=[O:5])[OH:6])[c:7]([F:13])[cH:8][c:9]([F:12])[c:10]1[F:11].[NH2:14][CH2:15][c:16]1[cH:17][cH:18][cH:19][cH:20][cH:21]1.[O:22]1[CH2:23][CH2:24][O:25][CH2:26][CH2:27]1>>[c:2]1([NH:14][CH2:15][c:16]2[cH:17][cH:18][cH:19][cH:20][cH:21]2)[c:3]([C:4](=[O:5])[OH:6])[c:7]([F:13])[cH:8][c:9]([F:12])[c:10]1[F:11]. The reactants are CC1CCC2(C)C(=CCC3C2CCC2(C)C3CCC23OCCO3)C1, CC(C)=O, O, Cc1ccc(S(=O)(=O)O)cc1. RXN SMILES: [CH2:1]1[O:2][C:4]2([O:3][CH2:24]1)[C:5]1([CH3:6])[CH:7]([CH2:8][CH2:9]2)[CH:10]2[CH2:11][CH:12]=[C:13]3[CH2:14][CH:15]([CH3:23])[CH2:16][CH2:17][C:18]3([CH3:19])[CH:20]2[CH2:21][CH2:22]1.[CH3:37][C:38](=[O:39])[CH3:40].[OH2:36].[c:25]1([CH3:26])[cH:27][cH:28][c:29]([S:30]([OH:31])(=[O:32])=[O:33])[cH:34][cH:35]1>>[O:3]=[C:4]1[C:5]2([CH3:6])[CH:7]([CH2:8][CH2:9]1)[CH:10]1[CH2:11][CH:12]=[C:13]3[CH2:14][CH:15]([CH3:23])[CH2:16][CH2:17][C:18]3([CH3:19])[CH:20]1[CH2:21][CH2:22]2. Yields the product CC1CCC2(C)C(=CCC3C4CCC(=O)C4(C)CCC32)C1. Starting materials: C(C)(=O)OCC (ethyl acetate), I(=O)(=O)(=O)[O-].[Na+] (sodium periodate), CC1N([S@@](OC1)=O)C1=NC=CC=C1 ((R)-4-methyl-3-pyridin-2-yl-[1,2,3]oxathiazolidine-2-oxide). The reagents and catalysts are [Ru](Cl)(Cl)Cl (ruthenium(III)chloride). Run in O (water), O (water), C(C)#N (acetonitrile). The product is C[C@H]1N(S(OC1)(=O)=O)C1=NC=CC=C1 ((R)-4-methyl-3-(2-pyridyl)-[1,2,3]oxathiazolidine-2,2-dioxide). RXN SMILES: I([O-])(=O)(=O)=O.[Na+].[CH3:7][CH:8]1[CH2:12][O:11][S@@:10](=[O:13])[N:9]1[C:14]1[CH:19]=[CH:18][CH:17]=[CH:16][N:15]=1.C(OCC)(=[O:22])C>O.C(#N)C.[Ru](Cl)(Cl)Cl>[CH3:7][C@@H:8]1[CH2:12][O:11][S:10](=[O:22])(=[O:13])[N:9]1[C:14]1[CH:19]=[CH:18][CH:17]=[CH:16][N:15]=1 |f:0.1|. Procedure: A solution of sodium periodate (21 g, 0.10 moles) in water (150 ml) was added slowly to a solution of (R)-4-methyl-3-pyridin-2-yl-[1,2,3]oxathiazolidine-2-oxide (15.4 g, 0.78 moles) and ruthenium(III)chloride (20 mg) in acetonitrile (1540 ml) whilst the temperature was kept below 5° C. A heavy precipitate developed. The mixture was poured into a mixture of ethyl acetate (500 ml) and water (500 ml) and then shaken. The organic phase was retained and the aqueous phase was extracted with further et... Procedure details: 3-(4-Fluorophenyl)-5-aminoisoxazole (250 g.) was combined with 300 g. of 2-chlorobenzoyl isocyanate in 50 ml. of ethyl acetate. The reaction mixture was stirred overnight (about 17 hours) and the resulting solid was filtered, washed with ethanol, ether, and then dried, m.p., 200°-202° C. The reactants are FC1=CC=C(C=C1)C1=NOC(=C1)N (3-(4-Fluorophenyl)-5-aminoisoxazole), ClC1=C(C(=O)N=C=O)C=CC=C1 (2-chlorobenzoyl isocyanate). Conditions: time 17 hour. Reaction SMILES: [F:1][C:2]1[CH:7]=[CH:6][C:5]([C:8]2[CH:12]=[C:11]([NH2:13])[O:10][N:9]=2)=[CH:4][CH:3]=1.[Cl:14][C:15]1[CH:25]=[CH:24][CH:23]=[CH:22][C:16]=1[C:17]([N:19]=[C:20]=[O:21])=[O:18]>C(OCC)(=O)C>[Cl:14][C:15]1[CH:25]=[CH:24][CH:23]=[CH:22][C:16]=1[C:17]([NH:19][C:20]([NH:13][C:11]1[O:10][N:9]=[C:8]([C:5]2[CH:4]=[CH:3][C:2]([F:1])=[CH:7][CH:6]=2)[CH:12]=1)=[O:21])=[O:18]. The product is ClC1=C(C(=O)NC(=O)NC2=CC(=NO2)C2=CC=C(C=C2)F)C=CC=C1 (1-(2-CHLOROBENZOYL)-3-(3-(4-FLUOROPHENYL)-5-ISOXAZOLYL)UREA). Solvent: C(C)(=O)OCC (ethyl acetate). Reactants: COC=1C=CC2=C(NC(=N2)C2=CC=C(C(=O)O)C=C2)C1 (4-(6-methoxy-1H-benzo[d]imidazol-2-yl)benzoic acid), C1(=CC=C(C=C1)N)N (1,4-phenylenediamine), CN(C1=CC=C(C(=O)O)C=C1)C (4-dimethylaminobenzoic acid). Yields the product CN(C1=CC=C(C(=O)NC2=CC=C(C=C2)NC(C2=CC=C(C=C2)C2=NC3=C(N2)C=C(C=C3)OC)=O)C=C1)C (4-(Dimethylamino)-N-(4-(4-(6-methoxy-1H-benzo[d]imidazol-2-yl)benzamido)phenyl)benzamide). As a reaction SMILES: [CH3:1][O:2][C:3]1[CH:4]=[CH:5][C:6]2[N:10]=[C:9]([C:11]3[CH:19]=[CH:18][C:14]([C:15]([OH:17])=O)=[CH:13][CH:12]=3)[NH:8][C:7]=2[CH:20]=1.[C:21]1([NH2:28])[CH:26]=[CH:25][C:24]([NH2:27])=[CH:23][CH:22]=1.[CH3:29][N:30]([CH3:40])[C:31]1[CH:39]=[CH:38][C:34]([C:35](O)=[O:36])=[CH:33][CH:32]=1>>[CH3:29][N:30]([CH3:40])[C:31]1[CH:39]=[CH:38][C:34]([C:35]([NH:27][C:24]2[CH:25]=[CH:26][C:21]([NH:28][C:15](=[O:17])[C:14]3[CH:13]=[CH:12][C:11]([C:9]4[NH:8][C:7]5[CH:20]=[C:3]([O:2][CH3:1])[CH:4]=[CH:5][C:6]=5[N:10]=4)=[CH:19][CH:18]=3)=[CH:22][CH:23]=2)=[O:36])=[CH:33][CH:32]=1. Procedure details: Compound 625 was prepared according to the procedure similar to that described in Scheme III from 4-(6-methoxy-1H-benzo[d]imidazol-2-yl)benzoic acid, 1,4-phenylenediamine, and 4-dimethylaminobenzoic acid. [M+H]+ calcd for C30H27N5O3: 506.21; found: 506.05. Starting materials: C([O-])(O)=O.[Na+] (sodium bicarbonate), carboxylic acid hydrazide, ice ethanol dry ice, FC(S(=O)(=O)OS(=O)(=O)C(F)(F)F)(F)F (trifluoromethanesulfonic anhydride), C([O-])(O)=O.[Na+] (sodium bicarbonate), C1(CC1)C(=O)Cl (cyclopropane carbonyl chloride), C1(CC1)C(=O)Cl (cyclopropane carbonyl chloride), BrC=1C=C2C(=NC=NC2=CC1)C(=O)NN (6-bromoquinazoline-4-carboxylic acid hydrazide), C([O-])(O)=O.[Na+] (sodium bicarbonate), C([O-])(O)=O.[Na+] (sodium bicarbonate). The solvent is O1CCCC1 (tetrahydrofuran), ClCCl (dichloromethane), N1=CC=CC=C1 (pyridine), O (water), O1CCCC1 (tetrahydrofuran), O (water), C(C)(=O)OCC (ethyl acetate). Run at time 1 hour. Product: BrC=1C=C2C(=NC=NC2=CC1)C=1OC(=NN1)C1CC1 (6-Bromo-4-(5-cyclopropyl[1,3,4]oxadiazol-2-yl)quinazoline). Reaction SMILES: [CH:1]1([C:4](Cl)=[O:5])[CH2:3][CH2:2]1.[Br:7][C:8]1[CH:9]=[C:10]2[C:15](=[CH:16][CH:17]=1)[N:14]=[CH:13][N:12]=[C:11]2[C:18]([NH:20][NH2:21])=O.C(=O)(O)[O-].[Na+].FC(F)(F)S(OS(C(F)(F)F)(=O)=O)(=O)=O>O.C(OCC)(=O)C.ClCCl.N1C=CC=CC=1.O1CCCC1>[Br:7][C:8]1[CH:9]=[C:10]2[C:15](=[CH:16][CH:17]=1)[N:14]=[CH:13][N:12]=[C:11]2[C:18]1[O:5][C:4]([CH:1]2[CH2:3][CH2:2]2)=[N:21][N:20]=1 |f:2.3|. Reported procedure: 0.4 mL cyclopropane carbonyl chloride was added to a mixture of 796 mg of 6-bromoquinazoline-4-carboxylic acid hydrazide (compound in Production Example 414), 380 mg sodium bicarbonate, 15 mL tetrahydrofuran and 15 mL water, and the mixture was stirred at room temperature for 1 hour. 130 mg sodium bicarbonate and 0.13 mL cyclopropane carbonyl chloride were further added thereto, and the mixture was stirred overnight. An aqueous saturated sodium bicarbonate solution, common salt and tetrahydrofur...